From a dataset of the Open Reaction Database (ORD), a public repository of structured organic reaction records. describe an organic reaction: reactants, conditions, products, and yield The reactants are C(C)OC(C=C(C)C)OCC (1,1-diethoxy-3-methyl-2-butene), C(#N)C1=CC=C(C=C1)O (4-cyanophenol), N1=CC(=CC=C1)C (3-picoline). Solvent: CC=1C=CC(=CC1)C (p-xylene). Product: CC1(OC2=C(C=C1)C=C(C=C2)C#N)C (2,2-Dimethyl-2H-1-benzopyran-6-carbonitrile). As a reaction SMILES: C(O[CH:4](OCC)[CH:5]=[C:6]([CH3:8])[CH3:7])C.[C:12]([C:14]1[CH:19]=[CH:18][C:17]([OH:20])=[CH:16][CH:15]=1)#[N:13].N1C=CC=C(C)C=1>CC1C=CC(C)=CC=1>[CH3:7][C:6]1([CH3:8])[CH:5]=[CH:4][C:16]2[CH:15]=[C:14]([C:12]#[N:13])[CH:19]=[CH:18][C:17]=2[O:20]1. Reported procedure: A 500-mL, 3-necked, round-bottomed flask topped with a distilling head, internal temperature probe/argon inlet, and an overhead stirrer was sequentially charged with the title A compound, 1,1-diethoxy-3-methyl-2-butene (26.59 g, 168.00 mmol), p-xylene (300 mL), 4-cyanophenol (15.00 g, 125.92 mmol), and 3-picoline (3.0 mL, 2.870 g, 30.83 mmol). The reaction mixture was rapidly stirred. The internal temperature was rapidly brought up to 115° C. and then slowly raised in order to distill off the et...